From a dataset of the Open Reaction Database (ORD), a public repository of structured organic reaction records. describe an organic reaction: reactants, conditions, products, and yield Starting materials: BrCCCCCCCBr, O=C([O-])[O-], CCC(C)=O, [K+], [K+], c1ccc(-c2nc(-c3ccccc3)c(-c3ccccc3)[nH]2)cc1. Yields the product BrCCCCCCCn1c(-c2ccccc2)nc(-c2ccccc2)c1-c1ccccc1. As a reaction SMILES: [Br:24][CH2:25][CH2:26][CH2:27][CH2:28][CH2:29][CH2:30][CH2:31][Br:32].[C:33](=[O:34])([O-:35])[O-:36].[CH3:39][C:40](=[O:41])[CH2:42][CH3:43].[K+:37].[K+:38].[c:1]1(-[c:7]2[nH:8][c:9](-[c:18]3[cH:19][cH:20][cH:21][cH:22][cH:23]3)[c:10](-[c:12]3[cH:13][cH:14][cH:15][cH:16][cH:17]3)[n:11]2)[cH:2][cH:3][cH:4][cH:5][cH:6]1>>[c:1]1(-[c:7]2[n:8][c:9](-[c:18]3[cH:19][cH:20][cH:21][cH:22][cH:23]3)[c:10](-[c:12]3[cH:13][cH:14][cH:15][cH:16][cH:17]3)[n:11]2[CH2:31][CH2:30][CH2:29][CH2:28][CH2:27][CH2:26][CH2:25][Br:24])[cH:2][cH:3][cH:4][cH:5][cH:6]1. Starting materials: C(C)(C)(C)OC(=O)C=1SC(=CC1)CCC(=O)OCC (5-(2-ethoxycarbonyl-ethyl)-thiophene-2-carboxylic acid tert-butyl ester), FC(C(=O)O)(F)F (trifluoroacetic acid). Run in ClCCl (dichloromethane). Reaction conditions: time 5 hour. Product: C(C)OC(=O)CCC1=CC=C(S1)C(=O)O (5-(2-Ethoxycarbonyl-ethyl)-thiophene-2-carboxylic Acid). The yield is 98.6%. Reaction SMILES: C([O:5][C:6]([C:8]1[S:9][C:10]([CH2:13][CH2:14][C:15]([O:17][CH2:18][CH3:19])=[O:16])=[CH:11][CH:12]=1)=[O:7])(C)(C)C.FC(F)(F)C(O)=O>ClCCl>[CH2:18]([O:17][C:15]([CH2:14][CH2:13][C:10]1[S:9][C:8]([C:6]([OH:7])=[O:5])=[CH:12][CH:11]=1)=[O:16])[CH3:19]. Reported procedure: 0.564 g (2 mmol) of 5-(2-ethoxycarbonyl-ethyl)-thiophene-2-carboxylic acid tert-butyl ester were dissolved in 10 ml of dichloromethane. 2.5 ml of trifluoroacetic acid were added dropwise with stirring at room temperature. Stirring was continued for 5 hours until the starting compound was no more detectable by thin layer chromatography (TLC). The solvents were evaporated in vacuo to give 0.45 g of a crystalline residue which was sufficiently pure for use in the subsequent step.